Task: describe an organic reaction: reactants, conditions, products, and yield. Dataset: the Open Reaction Database (ORD), a public repository of structured organic reaction records Reactants: O1CCOC2=NC=CC=C21 (2,3-Dihydro-[1,4]dioxino[2,3-b]pyridine), ClC1=CC(=CC=C1)C(=O)OO (3-chloroperbenzoic acid). The solvent is ClCCl (dichloromethane). Conditions: time 1 hour. Product: O1CCOC2=[N+](C=CC=C21)[O-] (2,3-dihydro-[1,4]dioxino[2,3-b]pyridine 5-oxide). Isolated yield 84.3%. Reaction SMILES: [O:1]1[C:10]2[C:5](=[N:6][CH:7]=[CH:8][CH:9]=2)[O:4][CH2:3][CH2:2]1.ClC1C=CC=C(C(OO)=[O:19])C=1>ClCCl>[O:1]1[C:10]2[C:5](=[N+:6]([O-:19])[CH:7]=[CH:8][CH:9]=2)[O:4][CH2:3][CH2:2]1. Procedure: 2,3-Dihydro-[1,4]dioxino[2,3-b]pyridine (121 mg, 790 μmol) was dissolved in dichloromethane (4.0 mL), added 3-chloroperbenzoic acid (234 mg, 950 μmol), and stirred at room temperature for 1 hour. The reaction solution was concentrated in vacuo. The obtained residue was purified by silica-gel column chromatography (chloroform/methanol), and the title compound (102 mg (yield 84%)) was obtained as a white solid. The reactants are [Si](C1=CC=CC=C1)(C1=CC=CC=C1)(C(C)(C)C)OCC1=C(C(=C2C(=N1)C(=NO2)C(=O)OCC)Cl)N2C[C@H](O[C@H](C2)C)C (ethyl 5-((tert-butyldiphenylsilyloxy)methyl)-7-chloro-6-((2R,6S)-2,6-dimethylmorpholino)isoxazolo[4,5-b]pyridine-3-carboxylate), [Si](C1=CC=CC=C1)(C1=CC=CC=C1)(C(C)(C)C)OCC1=C(C(=C2C(=N1)C(=NO2)C(=O)OCC)Cl)N2C[C@H](O[C@H](C2)C)C (ethyl 5-((tert-butyldiphenylsilyloxy)methyl)-7-chloro-6-((2R,6S)-2,6-dimethylmorpholino)isoxazolo[4,5-b]pyridine-3-carboxylate), Cl.FC1(CNC1)F (3,3-difluoroazetidine-HCl). Product: [Si](C1=CC=CC=C1)(C1=CC=CC=C1)(C(C)(C)C)OCC1=C(C(=C2C(=N1)C(=NO2)C(=O)N2CC(C2)(F)F)Cl)N2C[C@H](O[C@H](C2)C)C ((5-((tert-Butyldiphenylsilyloxy)methyl)-7-chloro-6-((2R,6S)-2,6-dimethylmorpholino)isoxazolo[4,5-b]pyridin-3-yl)(3,3-difluoroazetidin-1-yl)methanone). Reaction SMILES: [Si:1]([O:18][CH2:19][C:20]1[N:25]=[C:24]2[C:26]([C:29](OCC)=[O:30])=[N:27][O:28][C:23]2=[C:22]([Cl:34])[C:21]=1[N:35]1[CH2:40][C@H:39]([CH3:41])[O:38][C@H:37]([CH3:42])[CH2:36]1)([C:14]([CH3:17])([CH3:16])[CH3:15])([C:8]1[CH:13]=[CH:12][CH:11]=[CH:10][CH:9]=1)[C:2]1[CH:7]=[CH:6][CH:5]=[CH:4][CH:3]=1.Cl.[F:44][C:45]1([F:49])[CH2:48][NH:47][CH2:46]1>>[Si:1]([O:18][CH2:19][C:20]1[N:25]=[C:24]2[C:26]([C:29]([N:47]3[CH2:48][C:45]([F:49])([F:44])[CH2:46]3)=[O:30])=[N:27][O:28][C:23]2=[C:22]([Cl:34])[C:21]=1[N:35]1[CH2:36][C@H:37]([CH3:42])[O:38][C@H:39]([CH3:41])[CH2:40]1)([C:14]([CH3:16])([CH3:17])[CH3:15])([C:8]1[CH:13]=[CH:12][CH:11]=[CH:10][CH:9]=1)[C:2]1[CH:7]=[CH:6][CH:5]=[CH:4][CH:3]=1 |f:1.2|. Procedure details: Starting material: ethyl 5-((tert-butyldiphenylsilyloxy)methyl)-7-chloro-6-((2R,6S)-2,6-dimethylmorpholino)isoxazolo[4,5-b]pyridine-3-carboxylate (Intermediate 211) and 3,3-difluoroazetidine-HCl.